From a dataset of the Open Reaction Database (ORD), a public repository of structured organic reaction records. describe an organic reaction: reactants, conditions, products, and yield Starting materials: Cc1noc(N)c1C, O=[N+]([O-])c1ccccc1S(=O)(=O)Cl, O, c1ccncc1. Yields the product Cc1noc(NS(=O)(=O)c2ccccc2[N+](=O)[O-])c1C. Reaction SMILES: [CH3:1][c:2]1[n:3][o:4][c:5]([NH2:8])[c:6]1[CH3:7].[N+:9](=[O:10])([O-:11])[c:12]1[c:13]([S:18](=[O:19])(=[O:20])[Cl:21])[cH:14][cH:15][cH:16][cH:17]1.[OH2:22].[cH:23]1[cH:24][cH:25][n:26][cH:27][cH:28]1>>[CH3:1][c:2]1[n:3][o:4][c:5]([NH:8][S:18]([c:13]2[c:12]([N+:9](=[O:10])[O-:11])[cH:17][cH:16][cH:15][cH:14]2)(=[O:19])=[O:20])[c:6]1[CH3:7].